This data is from the Open Reaction Database (ORD), a public repository of structured organic reaction records. The task is: describe an organic reaction: reactants, conditions, products, and yield The reactants are C1CCOC1, FC(F)(F)CN=C=S, NCCCc1cn(C(c2ccccc2)(c2ccccc2)c2ccccc2)c(F)n1. Yields the product Fc1nc(CCCNC(=S)NCC(F)(F)F)cn1C(c1ccccc1)(c1ccccc1)c1ccccc1. RXN SMILES: [CH2:38]1[O:39][CH2:40][CH2:41][CH2:42]1.[F:30][C:31]([CH2:32][N:33]=[C:34]=[S:35])([F:36])[F:37].[NH2:1][CH2:2][CH2:3][CH2:4][c:5]1[n:6][c:7]([F:29])[n:8]([C:10]([c:11]2[cH:12][cH:13][cH:14][cH:15][cH:16]2)([c:17]2[cH:18][cH:19][cH:20][cH:21][cH:22]2)[c:23]2[cH:24][cH:25][cH:26][cH:27][cH:28]2)[cH:9]1>>[NH:1]([CH2:2][CH2:3][CH2:4][c:5]1[n:6][c:7]([F:29])[n:8]([C:10]([c:11]2[cH:12][cH:13][cH:14][cH:15][cH:16]2)([c:17]2[cH:18][cH:19][cH:20][cH:21][cH:22]2)[c:23]2[cH:24][cH:25][cH:26][cH:27][cH:28]2)[cH:9]1)[C:34]([NH:33][CH2:32][C:31]([F:30])([F:36])[F:37])=[S:35]. Reactants: NC1=C(C=C(OCCN2CCC3=C(CC2)C=CC(=C3)[N+](=O)[O-])C=C1)C (3-[2-(4-Amino-3-methylphenoxy)ethyl]-7-nitro-1,2,4,5-tetrahydro-3H-3-benzazepine), C(C)(=O)OCC (ethyl acetate). Reagents/catalysts: [Pd] (Pd/C). Run in CO (methanol). The product is NC1=CC2=C(CCN(CC2)CCOC2=CC(=C(C=C2)N)C)C=C1 (7-Amino-3-[2-(4-amino-3-methylphenoxy)ethyl]-1,2,4,5-tetrahydro-3H-3-benzazepine). Reaction SMILES: [NH2:1][C:2]1[CH:24]=[CH:23][C:5]([O:6][CH2:7][CH2:8][N:9]2[CH2:15][CH2:14][C:13]3[CH:16]=[CH:17][C:18]([N+:20]([O-])=O)=[CH:19][C:12]=3[CH2:11][CH2:10]2)=[CH:4][C:3]=1[CH3:25].C(OCC)(=O)C>[Pd].CO>[NH2:20][C:18]1[CH:17]=[CH:16][C:13]2[CH2:14][CH2:15][N:9]([CH2:8][CH2:7][O:6][C:5]3[CH:23]=[CH:24][C:2]([NH2:1])=[C:3]([CH3:25])[CH:4]=3)[CH2:10][CH2:11][C:12]=2[CH:19]=1. Procedure details: 3-[2-(4-Amino-3-methylphenoxy)ethyl]-7-nitro-1,2,4,5-tetrahydro-3H-3-benzazepine (0.5 g) was stirred at room temperature under a hydrogen atmosphere [344.7 kPa (50 p.s.i.)]in ethyl acetate (20 ml) and methanol (20 ml) containing 5% Pd/C (0.075 g) for 3 hours. The catalyst was then removed by filtration and the filtrate was evaporated in vacuo to give the title compound as an oil, yield 0.385 g, which was used directly without further purification. Reactants: CNC(C)=O, [K+], O, COC(=O)c1cc(N=Nc2ccc(S(=O)(=O)[O-])cc2)ccc1O, O=S(Cl)Cl, c1ccccc1. The product is COC(=O)c1cc(N=Nc2ccc(S(=O)(=O)Cl)cc2)ccc1O. Reaction SMILES: [CH3:31][NH:32][C:33]([CH3:34])=[O:35].[K+:24].[OH2:40].[OH:1][c:2]1[c:3]([C:20](=[O:21])[O:22][CH3:23])[cH:4][c:5]([N:8]=[N:9][c:10]2[cH:11][cH:12][c:13]([S:16](=[O:17])(=[O:18])[O-:19])[cH:14][cH:15]2)[cH:6][cH:7]1.[S:36]([Cl:37])([Cl:38])=[O:39].[cH:25]1[cH:26][cH:27][cH:28][cH:29][cH:30]1>>[OH:1][c:2]1[c:3]([C:20](=[O:21])[O:22][CH3:23])[cH:4][c:5]([N:8]=[N:9][c:10]2[cH:11][cH:12][c:13]([S:16](=[O:17])(=[O:18])[Cl:38])[cH:14][cH:15]2)[cH:6][cH:7]1. Starting materials: CC(=O)O, N, O=c1cc(N2CCOCC2)oc2c(-c3ccc([N+](=O)[O-])c4c3oc3ccccc34)cccc12, [OH-], [Zn]. The product is Nc1ccc(-c2cccc3c(=O)cc(N4CCOCC4)oc23)c2oc3ccccc3c12. As a reaction SMILES: [CH3:34][C:35](=[O:36])[OH:37].[NH3:39].[O:1]1[CH2:2][CH2:3][N:4]([c:7]2[o:8][c:9]3[c:10]([c:11](=[O:13])[cH:12]2)[cH:14][cH:15][cH:16][c:17]3-[c:18]2[cH:19][cH:20][c:21]([N+:31]([O-:32])=[O:33])[c:22]3[c:23]2[o:24][c:25]2[c:26]3[cH:27][cH:28][cH:29][cH:30]2)[CH2:5][CH2:6]1.[OH-:38].[Zn:40]>>[O:1]1[CH2:2][CH2:3][N:4]([c:7]2[o:8][c:9]3[c:10]([c:11](=[O:13])[cH:12]2)[cH:14][cH:15][cH:16][c:17]3-[c:18]2[cH:19][cH:20][c:21]([NH2:31])[c:22]3[c:23]2[o:24][c:25]2[c:26]3[cH:27][cH:28][cH:29][cH:30]2)[CH2:5][CH2:6]1.